From a dataset of the Open Reaction Database (ORD), a public repository of structured organic reaction records. describe an organic reaction: reactants, conditions, products, and yield The reactants are Cc1cccc2c1C(=O)OC2=O, CC(=O)[O-], CC(=O)O, Cl, NC1CCC(=O)NC1=O, [Na+], O. Yields the product Cc1cccc2c1C(=O)N(C1CCC(=O)NC1=O)C2=O. As a reaction SMILES: [CH3:1][c:2]1[c:3]2[c:4]([cH:10][cH:11][cH:12]1)[C:5](=[O:6])[O:7][C:8]2=[O:9].[CH3:24][C:25](=[O:26])[O-:27].[CH3:29][C:30](=[O:31])[OH:32].[ClH:13].[NH2:14][CH:15]1[C:16](=[O:22])[NH:17][C:18](=[O:21])[CH2:19][CH2:20]1.[Na+:23].[OH2:28]>>[CH3:1][c:2]1[c:3]2[c:4]([cH:10][cH:11][cH:12]1)[C:5](=[O:7])[N:14]([CH:15]1[C:16](=[O:22])[NH:17][C:18](=[O:21])[CH2:19][CH2:20]1)[C:8]2=[O:9].